This data is from the Open Reaction Database (ORD), a public repository of structured organic reaction records. The task is: describe an organic reaction: reactants, conditions, products, and yield Starting materials: CO, O=Cc1ccc(C(F)(F)F)cc1, O. Yields the product OCc1ccc(C(F)(F)F)cc1. As a reaction SMILES: [CH3:13][OH:14].[F:1][C:2]([c:3]1[cH:4][cH:5][c:6]([CH:9]=[O:10])[cH:7][cH:8]1)([F:11])[F:12].[OH2:15]>>[F:1][C:2]([c:3]1[cH:4][cH:5][c:6]([CH2:9][OH:10])[cH:7][cH:8]1)([F:11])[F:12]. Starting materials: C(C1=CC=CC=C1)[C@@H]1N(C(OC1)=O)C([C@H](CC1=CC=C(C=C1)O)OC1=CC=C(C=C1)C)=O ((S)-4-benzyl-3-[(S)-3-(4-hydroxyphenyl)-2-(4-methylphenoxy)propionyl]oxazolidin-2-one), S(=O)([O-])S(=O)[O-].[Na+].[Na+] (sodium hydrosulfite), [OH-].[Li+] (lithium hydroxide), OO (hydrogen peroxide). Solvent: CO (methanol). Conditions: time 1 hour. The product is OC1=CC=C(C=C1)C[C@@H](C(=O)O)OC1=CC=C(C=C1)C ((S)-3-(4-hydroxyphenyl)-2-(4-methylphenoxy)propionic acid). Isolated yield 82.4%. Reaction SMILES: C([C@H]1COC(=O)N1[C:14](=[O:32])[C@@H:15]([O:24][C:25]1[CH:30]=[CH:29][C:28]([CH3:31])=[CH:27][CH:26]=1)[CH2:16][C:17]1[CH:22]=[CH:21][C:20]([OH:23])=[CH:19][CH:18]=1)C1C=CC=CC=1.[OH-].[Li+].OO.S(S([O-])=O)([O-])=[O:38].[Na+].[Na+]>CO>[OH:23][C:20]1[CH:19]=[CH:18][C:17]([CH2:16][C@H:15]([O:24][C:25]2[CH:26]=[CH:27][C:28]([CH3:31])=[CH:29][CH:30]=2)[C:14]([OH:32])=[O:38])=[CH:22][CH:21]=1 |f:1.2,4.5.6|. Procedure: To a suspension of (S)-4-benzyl-3-[(S)-3-(4-hydroxyphenyl)-2-(4-methylphenoxy)propionyl]oxazolidin-2-one (6.50 g) obtained from Reference example 20(d) in methanol (80 ml) was added dropwise a mixed solution of an aqueous solution of lithium hydroxide (1N, 37.7 ml) and an aqueous solution of hydrogen peroxide (31%, 4.14 ml). The reaction solution was stirred for 1 hour at room temperature, then an aqueous solution (20 ml) of sodium hydrosulfite (6.56 g) was added thereto followed by stirring for... Yields the product CN(C)c1ccnc(Cl)n1. Reactants: CO, CNC, Clc1ccnc(Cl)n1. RXN SMILES: [CH3:12][OH:13].[CH3:9][NH:10][CH3:11].[Cl:1][c:2]1[n:3][c:4]([Cl:8])[cH:5][cH:6][n:7]1>>[Cl:1][c:2]1[n:3][c:4]([N:10]([CH3:9])[CH3:11])[cH:5][cH:6][n:7]1. The reactants are O=C([O-])O, COc1cc(OC)c(C(=O)Nc2cccc3c2CCN(C(=O)OC(C)(C)C)C3)cc1Cl, ClCCl, [Na+]. Yields the product COc1cc(OC)c(C(=O)Nc2cccc3c2CCNC3)cc1Cl. As a reaction SMILES: [C:32](=[O:33])([OH:34])[O-:35].[Cl:1][c:2]1[c:3]([O:30][CH3:31])[cH:4][c:5]([O:28][CH3:29])[c:6]([C:7](=[O:8])[NH:9][c:10]2[c:11]3[c:16]([cH:17][cH:18][cH:19]2)[CH2:15][N:14]([C:20]([O:21][C:22]([CH3:23])([CH3:24])[CH3:25])=[O:26])[CH2:13][CH2:12]3)[cH:27]1.[Cl:37][CH2:38][Cl:39].[Na+:36]>>[Cl:1][c:2]1[c:3]([O:30][CH3:31])[cH:4][c:5]([O:28][CH3:29])[c:6]([C:7](=[O:8])[NH:9][c:10]2[c:11]3[c:16]([cH:17][cH:18][cH:19]2)[CH2:15][NH:14][CH2:13][CH2:12]3)[cH:27]1. Starting materials: N,N-Dimethqyl-1,3-propanediamine, CO (methanol), C(Cl)(Cl)Cl (chloroform), O=C1N(CC1N1C(C=2C(C1=O)=CC=CC2)=O)C(C(=O)[O-])C=2SC=CC2 (2-(2-oxo-3-phthalimido-1-azetidinyl)-2-(2-thienyl)-acetate). The solvent is C(C)(=O)OCC (ethyl acetate). Conditions: time 8 hour. Product: NC1C(N(C1)C(C(=O)OC)C=1SC=CC1)=O (methyl 2-(3-amino-2-oxo-1-azetidinyl)-2-(2-thienyl)acetate). As a reaction SMILES: [CH3:1]O.C(Cl)(Cl)Cl.[O:7]=[C:8]1[CH:11]([N:12]2C(=O)C3=CC=CC=C3C2=O)[CH2:10][N:9]1[CH:23]([C:27]1[S:28][CH:29]=[CH:30][CH:31]=1)[C:24]([O-:26])=[O:25]>C(OCC)(=O)C>[NH2:12][CH:11]1[CH2:10][N:9]([CH:23]([C:27]2[S:28][CH:29]=[CH:30][CH:31]=2)[C:24]([O:26][CH3:1])=[O:25])[C:8]1=[O:7]. Procedure details: N,N-Dimethqyl-1,3-propanediamine (1.32 g.) was added to a mixture of methanol (30 ml.) and chloroform (18 ml.) containing 2-(2-oxo-3-phthalimido-1-azetidinyl)-2-(2-thienyl)-acetate (2.22 g.), whereafter the mixture was stirred at ambient temperature overnight. After the reaction, the reaction mixture was evaporated to dryness under reduced pressure to give a residue, which was dissolved in ethyl acetate. The solution was extracted with three portions of an aqueous solution consisting of 1N hydro... Reactants: CCOC(C)=O, CS(C)=O, Nc1nccs1, O, COc1cc2nccc(Oc3ccc(NC(=O)Oc4ccccc4)c(F)c3)c2cc1OC. Yields the product COc1cc2nccc(Oc3ccc(NC(=O)Nc4nccs4)c(F)c3)c2cc1OC. RXN SMILES: [CH3:39][CH2:40][O:41][C:42](=[O:43])[CH3:44].[CH3:46][S:47]([CH3:48])=[O:49].[NH2:33][c:34]1[s:35][cH:36][cH:37][n:38]1.[OH2:45].[c:1]1([O:2][C:8]([NH:9][c:10]2[c:11]([F:31])[cH:12][c:13]([O:16][c:17]3[cH:18][cH:19][n:20][c:21]4[cH:22][c:23]([O:29][CH3:30])[c:24]([O:27][CH3:28])[cH:25][c:26]34)[cH:14][cH:15]2)=[O:32])[cH:3][cH:4][cH:5][cH:6][cH:7]1>>[C:8]([NH:9][c:10]1[c:11]([F:31])[cH:12][c:13]([O:16][c:17]2[cH:18][cH:19][n:20][c:21]3[cH:22][c:23]([O:29][CH3:30])[c:24]([O:27][CH3:28])[cH:25][c:26]23)[cH:14][cH:15]1)(=[O:32])[NH:33][c:34]1[s:35][cH:36][cH:37][n:38]1. The reactants are O (water), C(C)(=O)N1CC2=C(CCC1)C=CS2 (7-acetyl-5,6,7,8-tetrahydro-4H-thieno[2,3-c]azepine), ClCC(=O)Cl (chloroacetyl chloride), [Cl-].[Al+3].[Cl-].[Cl-] (aluminum chloride). The solvent is ClCCl (dichloromethane). Reaction conditions: time 30 minute. Yields the product C(C)(=O)N1CC2=C(CCC1)C=C(S2)C(CCl)=O (7-acetyl-2-chloroacetyl-5,6,7,8-tetrahydro-4H-thieno[2,3-c]azepine). Yield: 79.0%. Reaction SMILES: [C:1]([N:4]1[CH2:10][CH2:9][CH2:8][C:7]2[CH:11]=[CH:12][S:13][C:6]=2[CH2:5]1)(=[O:3])[CH3:2].[Cl:14][CH2:15][C:16](Cl)=[O:17].[Cl-].[Al+3].[Cl-].[Cl-].O>ClCCl>[C:1]([N:4]1[CH2:10][CH2:9][CH2:8][C:7]2[CH:11]=[C:12]([C:16](=[O:17])[CH2:15][Cl:14])[S:13][C:6]=2[CH2:5]1)(=[O:3])[CH3:2] |f:2.3.4.5|. Procedure: To a solution of 2 g of 7-acetyl-5,6,7,8-tetrahydro-4H-thieno[2,3-c]azepine and 1.7 g of chloroacetyl chloride in 25 ml of dichloromethane was added 4.8 g of aluminum chloride under ice-cooling. The mixture was stirred for 30 minutes and refluxed under heating for an hour. The mixture was poured into water and extracted with chloroform. The extract was washed with water, dried over magnesium sulfate and concentrated to give 2.2 g of 7-acetyl-2-chloroacetyl-5,6,7,8-tetrahydro-4H-thieno[2,3-c]azep...